From a dataset of the Open Reaction Database (ORD), a public repository of structured organic reaction records. describe an organic reaction: reactants, conditions, products, and yield Reactants: C(C1=CC=CC=C1)=CC(C)=O (benzalacetone), 900, Cl[O-].[Na+] (sodium hypochlorite), O (water), [Br-].[K+] (potassium bromide). Run in C(Cl)(Cl)Cl (chloroform). Product: C(C=CC1=CC=CC=C1)(=O)O (cinnamic acid). Yield: 98.5%. RXN SMILES: [CH:1](=[CH:8][C:9](=[O:11])C)[C:2]1[CH:7]=[CH:6][CH:5]=[CH:4][CH:3]=1.Cl[O-:13].[Na+].O.[Br-].[K+]>C(Cl)(Cl)Cl>[C:9]([OH:11])(=[O:13])[CH:8]=[CH:1][C:2]1[CH:3]=[CH:4][CH:5]=[CH:6][CH:7]=1 |f:1.2,4.5|. Procedure details: 50 parts of benzalacetone are added slowly and in portions, in the course of 20 minutes at from 30° to 35° C, to a mixture of 900 parts by volume of sodium hypochlorite solution (containing 149 parts of sodium hypochlorite), 150 parts by volume of water and 1 part of potassium bromide. After a further reaction time of 1.5 hours at 40° C, the chloroform which has formed is separated off, the aqueous phase is acidified and the organic phase which forms is combined with the chloroform phase. The aq...